This data is from the Open Reaction Database (ORD), a public repository of structured organic reaction records. The task is: describe an organic reaction: reactants, conditions, products, and yield The reactants are ClC=1C(=C(N)C=CC1)SC(C)C (3-chloro-2-isopropylthioaniline), [C-]#N.[K+] (KCN), 1,1'-bisdiphenylphosphine 1-(dimethylaminoethyl)ferrocene. The reagents and catalysts are O.O.[Ni](Cl)Cl (nickel chloride dihydrate), [Mn] (manganese). The solvent is CN(C=O)C (dimethylformamide). Run at temperature 50 celsius, time 2 hour. The product is NC=1C(=C(C#N)C=CC1)SC(C)C (3-amino-2-isopropylthiobenzonitrile). Isolated yield 90.0%. Reaction SMILES: Cl[C:2]1[C:3]([S:9][CH:10]([CH3:12])[CH3:11])=[C:4]([CH:6]=[CH:7][CH:8]=1)[NH2:5].[C-:13]#[N:14].[K+]>O.O.[Ni](Cl)Cl.[Mn].CN(C)C=O>[NH2:5][C:4]1[C:3]([S:9][CH:10]([CH3:12])[CH3:11])=[C:2]([CH:8]=[CH:7][CH:6]=1)[C:13]#[N:14] |f:1.2,3.4.5|. Procedure details: 6 liters of dimethylformamide are added to 50 g of nickel chloride dihydrate, 200 g of BPPFA (1,1'-bisdiphenylphosphine-1-(dimethylaminoethyl)ferrocene) and 49 g of manganese powder, and the mixture is stirred at 50° C. for 2 hours under an inert atmosphere. A brown suspension forms. 1,200 g of 3-chloro-2-isopropylthioaniline and 430 g of KCN are added to the suspension and the mixture is stirred for 16 hours at 50° C. After working up, white crystals of m.p. 82° C. are obtained in a yield of ap... Starting materials: CC(C)(C)OC(=O)COCC=CCOC1CCCCO1, CO, Cc1ccc(S(=O)(=O)[O-])cc1, c1cc[nH+]cc1. Product: CC(C)(C)OC(=O)COCC=CCO. Reaction SMILES: [C:1]([CH3:2])([CH3:3])([CH3:4])[O:5][C:6]([CH2:7][O:8][CH2:9][CH:10]=[CH:11][CH2:12][O:13][CH:14]1[CH2:15][CH2:16][CH2:17][CH2:18][O:19]1)=[O:20].[CH3:38][OH:39].[c:21]1([CH3:22])[cH:23][cH:24][c:25]([S:26]([O-:27])(=[O:28])=[O:29])[cH:30][cH:31]1.[nH+:32]1[cH:33][cH:34][cH:35][cH:36][cH:37]1>>[C:1]([CH3:2])([CH3:3])([CH3:4])[O:5][C:6]([CH2:7][O:8][CH2:9][CH:10]=[CH:11][CH2:12][OH:13])=[O:20]. The reactants are CCOc1ccc(C(C)=O)cc1, CCO, CCC(C)(Oc1ccc(C=O)cc1)C(=O)OC, [Na]. Product: CCOc1ccc(C(=O)C=Cc2ccc(OC(C)(CC)C(=O)OC)cc2)cc1. RXN SMILES: [CH2:18]([CH3:19])[O:20][c:21]1[cH:22][cH:23][c:24]([C:27]([CH3:28])=[O:29])[cH:25][cH:26]1.[CH3:31][CH2:32][OH:33].[CH:1](=[O:2])[c:3]1[cH:4][cH:5][c:6]([O:7][C:8]([C:9](=[O:10])[O:11][CH3:12])([CH2:13][CH3:14])[CH3:15])[cH:16][cH:17]1.[Na:30]>>[CH:1]([c:3]1[cH:4][cH:5][c:6]([O:7][C:8]([C:9](=[O:10])[O:11][CH3:12])([CH2:13][CH3:14])[CH3:15])[cH:16][cH:17]1)=[CH:28][C:27]([c:24]1[cH:23][cH:22][c:21]([O:20][CH2:18][CH3:19])[cH:26][cH:25]1)=[O:29]. The product is COC(=O)C1CC(O)CN1S(=O)(=O)c1ccc2ccccc2c1. The reactants are CO, Cl, O=C(O)C1CC(O)CN1S(=O)(=O)c1ccc2ccccc2c1. Reaction SMILES: [CH3:24][OH:25].[ClH:23].[OH:1][CH:2]1[CH2:3][CH:4]([C:20](=[O:21])[OH:22])[N:5]([S:7](=[O:8])(=[O:9])[c:10]2[cH:11][c:12]3[cH:13][cH:14][cH:15][cH:16][c:17]3[cH:18][cH:19]2)[CH2:6]1>>[OH:1][CH:2]1[CH2:3][CH:4]([C:20]([O:21][CH3:24])=[O:22])[N:5]([S:7](=[O:8])(=[O:9])[c:10]2[cH:11][c:12]3[cH:13][cH:14][cH:15][cH:16][c:17]3[cH:18][cH:19]2)[CH2:6]1. Starting materials: [Cl-].[NH4+] (ammonium chloride), COC=1C=C(C(=O)N2C3CCCCC23)C=CC1OCC#C (7-[3-methoxy-4-(2-propynyloxy)benzoyl]-7-azabicyclo[4.1.0]heptane). The reagents and catalysts are [Cl-].[Zn+2].[Cl-] (zinc (II) chloride). Run in C(Cl)(Cl)Cl (chloroform), C(Cl)(Cl)Cl (chloroform). Run at time 5 minute. The product is ClC1C(CCCC1)NC(C1=CC(=C(C=C1)OCC#C)OC)=O (N-(2-chlorocyclohexyl)-3-methoxy-4-(2-propynyloxy)benzamide). Reaction SMILES: [CH3:1][O:2][C:3]1[CH:4]=[C:5]([CH:15]=[CH:16][C:17]=1[O:18][CH2:19][C:20]#[CH:21])[C:6]([N:8]1[CH:14]2[CH:9]1[CH2:10][CH2:11][CH2:12][CH2:13]2)=[O:7].[Cl-:22].[NH4+]>[Cl-].[Zn+2].[Cl-].C(Cl)(Cl)Cl>[Cl:22][CH:14]1[CH2:13][CH2:12][CH2:11][CH2:10][CH:9]1[NH:8][C:6](=[O:7])[C:5]1[CH:15]=[CH:16][C:17]([O:18][CH2:19][C:20]#[CH:21])=[C:3]([O:2][CH3:1])[CH:4]=1 |f:1.2,3.4.5|. Procedure details: A mixture of 2 ml of chloroform and 224 mg of zinc (II) chloride was stirred at room temperature for 5 minutes. Then, a mixture of 235 mg of 7-[3-methoxy-4-(2-propynyloxy)benzoyl]-7-azabicyclo[4.1.0]heptane and 2 ml of chloroform was added dropwise thereto at room temperature, and the resulting mixture was stirred at room temperature for 5 hours. Then, an aqueous saturated ammonium chloride solution was added to the reaction mixture, and this was extracted with chloroform. The organic layer was ... The reactants are C1(=CC=CC=C1)C(N1CCN(CC1)CCCN1C(N(C2=C1C=CC(=C2)C)C(=C)C)=O)C2=CC=CC=C2 (1-{3-[4-(diphenylmethyl)-1-piperazinyl]propyl}-1,3-dihydro-5-methyl-3-(1-methylethenyl)-2H-benzimidazol-2-one), Cl (hydrochloric acid), O (water). The solvent is C(C)O (ethanol). Run at temperature 50 celsius, time 30 minute. Product: C1(=CC=CC=C1)C(N1CCN(CC1)CCCN1C(NC2=C1C=CC(=C2)C)=O)C2=CC=CC=C2 (1-{3-[4-(diphenylmethyl)-1-piperazinyl]propyl}-1,3-dihydro-5-methyl-2H-benzimidazol-2-one). As a reaction SMILES: [C:1]1([CH:7]([C:31]2[CH:36]=[CH:35][CH:34]=[CH:33][CH:32]=2)[N:8]2[CH2:13][CH2:12][N:11]([CH2:14][CH2:15][CH2:16][N:17]3[C:21]4[CH:22]=[CH:23][C:24]([CH3:26])=[CH:25][C:20]=4[N:19](C(C)=C)[C:18]3=[O:30])[CH2:10][CH2:9]2)[CH:6]=[CH:5][CH:4]=[CH:3][CH:2]=1.Cl.O>C(O)C>[C:31]1([CH:7]([C:1]2[CH:2]=[CH:3][CH:4]=[CH:5][CH:6]=2)[N:8]2[CH2:13][CH2:12][N:11]([CH2:14][CH2:15][CH2:16][N:17]3[C:21]4[CH:22]=[CH:23][C:24]([CH3:26])=[CH:25][C:20]=4[NH:19][C:18]3=[O:30])[CH2:10][CH2:9]2)[CH:32]=[CH:33][CH:34]=[CH:35][CH:36]=1. Procedure: A mixture of 9.6 parts of 1-{3-[4-(diphenylmethyl)-1-piperazinyl]propyl}-1,3-dihydro-5-methyl-3-(1-methylethenyl)-2H-benzimidazol-2-one, 24 parts of a hydrochloric acid solution, 50 parts of water and 96 parts of ethanol is stirred first for a while at about 50° C. and further for 30 minutes at room temperature. The reaction mixture is evaporated and the oily residue is triturated in 2-propanone. The hydrochloride salt is filtered off and the free base is liberated in the conventional manner wit... Starting materials: C1(=CC=CC=C1)C=1C2=C(C(NN1)=O)SC=C2 (4-phenylthieno[2,3-d]pyridazin-7(6H)-one), O=P(Cl)(Cl)Cl (POCl3). The product is ClC=1C2=C(C(=NN1)C1=CC=CC=C1)C=CS2 (7-chloro-4-phenylthieno[3,2-d]pyridazine). RXN SMILES: [C:1]1([C:7]2[C:8]3[CH:16]=[CH:15][S:14][C:9]=3[C:10](=O)[NH:11][N:12]=2)[CH:6]=[CH:5][CH:4]=[CH:3][CH:2]=1.O=P(Cl)(Cl)[Cl:19]>>[Cl:19][C:10]1[C:9]2[S:14][CH:15]=[CH:16][C:8]=2[C:7]([C:1]2[CH:6]=[CH:5][CH:4]=[CH:3][CH:2]=2)=[N:12][N:11]=1. Reported procedure: To 4-phenylthieno[2,3-d]pyridazin-7(6H)-one (0.714 g, 3.13 mmol) was added POCl3 (2.92 ml, 31.3 mmol). A water condenser was attached to the reaction flask and the mixture was heated to reflux for 15.5 hours. The reaction was concentrated and diluted with CH2Cl2 and ice water. The mixture was basified with solid sodium bicarbonate. The organic layers were separated and dried over sodium sulfate. To the residual crude after concentration, 50% EtOAc was added and the solution was filtered through ...